Dataset: the Open Reaction Database (ORD), a public repository of structured organic reaction records. Task: describe an organic reaction: reactants, conditions, products, and yield Reactants: CC1(C(NC2=CC=CC=C12)=O)C1=CC=CC=C1 (3-methyl-3-phenyl-1,3-dihydro-2H-indol-2-one), ClCCOC1OCCCC1 (2-(2-chloroethoxy)tetrahydro-2H-pyran). Yields the product OCCN1C(C(C2=CC=CC=C12)(C1=CC=CC=C1)C)=O (1-(2-Hydroxyethyl)-3-methyl-3-phenyl-1,3-dihydro-2H-indol-2-one). As a reaction SMILES: [CH3:1][C:2]1([C:12]2[CH:17]=[CH:16][CH:15]=[CH:14][CH:13]=2)[C:10]2[C:5](=[CH:6][CH:7]=[CH:8][CH:9]=2)[NH:4][C:3]1=[O:11].Cl[CH2:19][CH2:20][O:21]C1CCCCO1>>[OH:21][CH2:20][CH2:19][N:4]1[C:5]2[C:10](=[CH:9][CH:8]=[CH:7][CH:6]=2)[C:2]([CH3:1])([C:12]2[CH:17]=[CH:16][CH:15]=[CH:14][CH:13]=2)[C:3]1=[O:11]. Reported procedure: Prepared from 3-methyl-3-phenyl-1,3-dihydro-2H-indol-2-one (prepared by the method of Endler and Becker; Organic Syntheses Coll. vol. 4 page 657) and 2-(2-chloroethoxy)tetrahydro-2H-pyran. Starting materials: OC1=C(C2=CC(=CC=C2C=C1)O)C=O (2, 7-dihydroxy-1-naphthaldehyde), OC=1C(=CC2=CC=CC=C2C1)C(=O)NN (3-hydroxy-2-naphthoic hydrazide), yellow crystals. Product: OC1=C(C2=CC(=CC=C2C=C1)O)C=NNC(=O)C1=CC2=CC=CC=C2C=C1O (3-Hydroxy-2-naphthoic (2, 7-dihydroxy-1-naphthylmethylene) hydrazide). RXN SMILES: [OH:1][C:2]1[CH:11]=[CH:10][C:9]2[C:4](=[CH:5][C:6]([OH:12])=[CH:7][CH:8]=2)[C:3]=1[CH:13]=O.[OH:15][C:16]1[C:17]([C:26]([NH:28][NH2:29])=[O:27])=[CH:18][C:19]2[C:24]([CH:25]=1)=[CH:23][CH:22]=[CH:21][CH:20]=2>>[OH:1][C:2]1[CH:11]=[CH:10][C:9]2[C:4](=[CH:5][C:6]([OH:12])=[CH:7][CH:8]=2)[C:3]=1[CH:13]=[N:29][NH:28][C:26]([C:17]1[C:16]([OH:15])=[CH:25][C:24]2[C:19](=[CH:20][CH:21]=[CH:22][CH:23]=2)[CH:18]=1)=[O:27]. Procedure details: Following the general procedure of Example 1, condensation of 2, 7-dihydroxy-1-naphthaldehyde and 3-hydroxy-2-naphthoic hydrazide yielded yellow crystals (83%) [recrystallized from DMSO/H2O (8:2, v/v)]: mp225° C. (dec); 1H NMR d 12.75 (s, 1 H), 12.24 (s, 1 H), 11.27 (s, 1 H), 9.93 (s, 1 H), 9.40 (s, 1H), 8.50 (s, 1 H), 7.95 (d, 1 H, J=8.1 Hz), 7.80 (d, 2 H, J=8.7 Hz), 7.73 (d, 1 H, J=8.7 Hz), 7.54 (t, 1 H, J=7.5 Hz), 7.39 (t, 1 H, J=7.5 Hz), 7.37 (s, 1 H), 6.98 (d, 2 H, J=8.7 Hz); HRMS Calcd for... As a reaction SMILES: [CH2:1]([CH3:2])[O:3][C:4]1([O:24][CH2:25][CH3:26])[C:5]2([CH3:6])[CH:7]([CH2:8][CH2:9]1)[CH:10]1[CH2:11][CH2:12][c:13]3[cH:14][c:15]([O:22][CH3:23])[cH:16][cH:17][c:18]3[CH:19]1[CH2:20][CH2:21]2.[K+:32].[S:27](=[O:28])(=[O:29])([OH:30])[O-:31].[c:33]1([CH3:34])[cH:35][c:36]([CH3:37])[cH:38][c:39]([CH3:40])[cH:41]1>>[CH2:1]([CH3:2])[O:3][C:4]1=[CH:9][CH2:8][CH:7]2[C:5]1([CH3:6])[CH2:21][CH2:20][CH:19]1[CH:10]2[CH2:11][CH2:12][c:13]2[cH:14][c:15]([O:22][CH3:23])[cH:16][cH:17][c:18]21. Product: CCOC1=CCC2C3CCc4cc(OC)ccc4C3CCC12C. Starting materials: CCOC1(OCC)CCC2C3CCc4cc(OC)ccc4C3CCC21C, [K+], O=S(=O)([O-])O, Cc1cc(C)cc(C)c1. The reactants are CCCNCCC, ClCCCCOc1ccccc1C=Cc1nc2ccccc2o1, Cl. The product is CCCN(CCC)CCCCOc1ccccc1C=Cc1nc2ccccc2o1. RXN SMILES: [CH2:24]([CH2:25][CH3:26])[NH:27][CH2:28][CH2:29][CH3:30].[Cl:1][CH2:2][CH2:3][CH2:4][CH2:5][O:6][c:7]1[c:8]([CH:13]=[CH:14][c:15]2[o:16][c:17]3[c:18]([n:19]2)[cH:20][cH:21][cH:22][cH:23]3)[cH:9][cH:10][cH:11][cH:12]1.[ClH:31]>>[CH2:2]([CH2:3][CH2:4][CH2:5][O:6][c:7]1[c:8]([CH:13]=[CH:14][c:15]2[o:16][c:17]3[c:18]([n:19]2)[cH:20][cH:21][cH:22][cH:23]3)[cH:9][cH:10][cH:11][cH:12]1)[N:27]([CH2:24][CH2:25][CH3:26])[CH2:28][CH2:29][CH3:30].